Dataset: the Open Reaction Database (ORD), a public repository of structured organic reaction records. Task: describe an organic reaction: reactants, conditions, products, and yield Starting materials: C(C)OC(=O)C=1N(C2=CC=C(C=C2C1C=O)F)CC1=CC=CC2=CC=CC=C12 (5-Fluoro-3-formyl-1-naphthalen-1-ylmethyl-1H-indole-2-carboxylic acid ethyl ester), CNC (dimethyl amine). The product is C(C)OC(=O)C=1N(C2=CC=C(C=C2C1CN(C)C)F)CC1=CC=CC2=CC=CC=C12 (3-dimethylaminomethyl-5-fluoro-1-naphthalen-1-ylmethyl-1H-indole-2-carboxylic acid ethyl ester). RXN SMILES: [CH2:1]([O:3][C:4]([C:6]1[N:7]([CH2:18][C:19]2[C:28]3[C:23](=[CH:24][CH:25]=[CH:26][CH:27]=3)[CH:22]=[CH:21][CH:20]=2)[C:8]2[C:13]([C:14]=1[CH:15]=O)=[CH:12][C:11]([F:17])=[CH:10][CH:9]=2)=[O:5])[CH3:2].[CH3:29][NH:30][CH3:31]>>[CH2:1]([O:3][C:4]([C:6]1[N:7]([CH2:18][C:19]2[C:28]3[C:23](=[CH:24][CH:25]=[CH:26][CH:27]=3)[CH:22]=[CH:21][CH:20]=2)[C:8]2[C:13]([C:14]=1[CH2:15][N:30]([CH3:31])[CH3:29])=[CH:12][C:11]([F:17])=[CH:10][CH:9]=2)=[O:5])[CH3:2]. Procedure: 5-Fluoro-3-formyl-1-naphthalen-1-ylmethyl-1H-indole-2-carboxylic acid ethyl ester (from Example 76.1.) was reacted with dimethyl amine as described in Example 86.1. to give 3-dimethylaminomethyl-5-fluoro-1-naphthalen-1-ylmethyl-1H-indole-2-carboxylic acid ethyl ester which was hydrolyzed as described in the general procedure B (Exp. 2.2) to give the title compound as a colorless solid. MS: 375.5 ([M−H]−). Reactants: S(=O)=NC1=CC=CC=C1 (N-Thionylaniline), NC(C(=O)N)C1CN=CN(C1)C(C1=CC=CC=C1)(C1=CC=CC=C1)C1=CC=CC=C1 (amino(1-triphenylmethyl-1,4,5,6-tetrahydropyrimidin-5-yl)acetamide). Run in N1=CC=CC=C1 (pyridine), N1=CC=CC=C1 (pyridine). Yields the product C1(=CC=CC=C1)C(N1C=NCC(C1)C=1C(=NSN1)O)(C1=CC=CC=C1)C1=CC=CC=C1 (1-Triphenylmethyl-5(3-hydroxy-1,2,5-thiadiazol-4-yl)-1,4,5,6-tetrahydropyrimidine). Yield: 60.0%. Reaction SMILES: [S:1](=NC1C=CC=CC=1)=O.[NH2:10][CH:11]([CH:15]1[CH2:20][N:19]([C:21]([C:34]2[CH:39]=[CH:38][CH:37]=[CH:36][CH:35]=2)([C:28]2[CH:33]=[CH:32][CH:31]=[CH:30][CH:29]=2)[C:22]2[CH:27]=[CH:26][CH:25]=[CH:24][CH:23]=2)[CH:18]=[N:17][CH2:16]1)[C:12]([NH2:14])=[O:13]>N1C=CC=CC=1>[C:22]1([C:21]([C:34]2[CH:39]=[CH:38][CH:37]=[CH:36][CH:35]=2)([C:28]2[CH:29]=[CH:30][CH:31]=[CH:32][CH:33]=2)[N:19]2[CH2:20][CH:15]([C:11]3[C:12]([OH:13])=[N:14][S:1][N:10]=3)[CH2:16][N:17]=[CH:18]2)[CH:27]=[CH:26][CH:25]=[CH:24][CH:23]=1. Procedure: N-Thionylaniline (2.6 mL, 23.2 mmol) is added to amino(1-triphenylmethyl-1,4,5,6-tetrahydropyrimidin-5-yl)acetamide (1.64 g, 4.1 mmol) suspended in pyridine (25 ml). After heating at 90° C. for 48 hours the pyridine is evaporated, and the black residue partitioned between chloroform and water. The aqueous layer is lowered to pH 5 (HCl) and chromatographed (Dowex-50W, 0.5N ammonium hydroxide) to yield the product as a brown solid 1.05 g (61%) that can be further purified by chromatography (silica... The reactants are O=C([O-])[O-], CC1(C)CO1, CN(C)C=O, [K+], [K+], O=[N+]([O-])c1cc[nH]n1, O. Product: CC(C)(O)Cn1ccc([N+](=O)[O-])n1. As a reaction SMILES: [C:9](=[O:10])([O-:11])[O-:12].[CH3:15][C:16]1([CH3:19])[O:17][CH2:18]1.[CH3:20][N:21]([CH3:22])[CH:23]=[O:24].[K+:13].[K+:14].[N+:1](=[O:2])([O-:3])[c:4]1[n:5][nH:6][cH:7][cH:8]1.[OH2:25]>>[N+:1](=[O:2])([O-:3])[c:4]1[n:5][n:6]([CH2:18][C:16]([CH3:15])([OH:17])[CH3:19])[cH:7][cH:8]1. Product: COC(C[C@H](C1=CC=C(C=C1)N)NC(C)=O)=O ((R)-3-acetylamino-3-(4-aminophenyl)-propanoic acid methyl ester). As a reaction SMILES: [CH3:1][O:2][C:3](=[O:21])[CH2:4][C@@H:5]([NH2:20])[C:6]1[CH:11]=[CH:10][C:9]([NH:12]C(OC(C)(C)C)=O)=[CH:8][CH:7]=1.[C:22](OC(=O)C)(=[O:24])[CH3:23].C(N(C(C)C)CC)(C)C.O>CN(C)C=O>[CH3:1][O:2][C:3](=[O:21])[CH2:4][C@@H:5]([NH:20][C:22](=[O:24])[CH3:23])[C:6]1[CH:7]=[CH:8][C:9]([NH2:12])=[CH:10][CH:11]=1. Conditions: time 10 minute. Run in CN(C=O)C (dimethylformamide). Reactants: COC(C[C@H](C1=CC=C(C=C1)NC(=O)OC(C)(C)C)N)=O ((R)-3-amino-3-[4-(tert-butoxycarbonylamino)phenyl]-propanoic acid methyl ester), C(C)(=O)OC(C)=O (acetic anhydride), C(C)(C)N(CC)C(C)C (diisopropylethylamine), O (water). Procedure details: A solution of (R)-3-amino-3-[4-(tert-butoxycarbonylamino)phenyl]-propanoic acid methyl ester [7.2 g, Reference Example 7(c)] in dimethylformamide (30 ml), was treated with acetic anhydride (2.4 ml) and diisopropylethylamine (4.6 ml). After stirring at ambient temperature for 10 minutes the mixture was poured into water (500 ml) and then extracted twice with ethyl acetate (200 ml). The combined organic extracts were washed with brine (200 ml) then dried over magnesium sulphate and then evaporated... Starting materials: CC(C(C=O)=C)(C)C (3,3-dimethyl-2-methylene-butanal), C(C)OC(C[N+]#[C-])=O (isocyanoacetic acid ethyl ester). Reaction SMILES: [CH3:1][C:2]([CH3:8])([CH3:7])[C:3](=[CH2:6])[CH:4]=[O:5].[CH2:9]([O:11][C:12](=[O:16])[CH2:13][N+:14]#[C-:15])[CH3:10]>>[CH2:9]([O:11][C:12]([CH:13]1[CH:4]([C:3]([C:2]([CH3:8])([CH3:7])[CH3:1])=[CH2:6])[O:5][CH:15]=[N:14]1)=[O:16])[CH3:10]. Procedure details: The starting material is manufactured as follows: Reaction of 3,3-dimethyl-2-methylene-butanal with isocyanoacetic acid ethyl ester in amanner analogous to that described in Example 1 yields 5-(3,3-dimethylbuten-2-yl)-2-oxazoline-4-carboxylic acid ethyl ester, which is hydrolysed analogously to Example 17 to 2-formylamino-3-hydroxy-4-tert.-butyl-4-pentenoic acid ethyl ester. Subsequent reaction with thionyl bromide followed by treatment with trimethyl phosphite analogously to Example 1 yields E-... The product is C(C)OC(=O)C1N=COC1C(=C)C(C)(C)C (5-(3,3-dimethylbuten-2-yl)-2-oxazoline-4-carboxylic acid ethyl ester). Reactants: CC1=C(C=C(S1)C(=O)O)[N+](=O)[O-] (5-methyl-4-nitrothiophene-2-carboxylic acid), S(O)(O)(=O)=O (sulfuric acid), CO (methanol), O (water). Run in CCOC(=O)C (AcOEt). Yields the product CC1=C(C=C(S1)C(=O)OC)[N+](=O)[O-] (methyl 5-methyl-4-nitrothiophene-2-carboxylate). Yield: 69.0%. Reaction SMILES: [CH3:1][C:2]1[S:6][C:5]([C:7]([OH:9])=[O:8])=[CH:4][C:3]=1[N+:10]([O-:12])=[O:11].S(=O)(=O)(O)O.O.[CH3:19]O>CCOC(C)=O>[CH3:1][C:2]1[S:6][C:5]([C:7]([O:9][CH3:19])=[O:8])=[CH:4][C:3]=1[N+:10]([O-:12])=[O:11]. Reported procedure: A solution (0.5 M) of 5-methyl-4-nitrothiophene-2-carboxylic acid in methanol was treated with sulfuric acid (3.5 eq.). The reaction mixture was heated to reflux for 48 h. After cooling down, solvent was evaporated giving a residue that was dissolved in AcOEt and water was added. The organic phase was separated and the aqueous layer was extracted with AcOEt. The combined organic phase was washed sequentially with aqueous NaHCO3 (saturated solution) and brine, then dried and concentrated giving t... Reactants: C[C@@]1(CN2C(O1)=NC(=C2)[N+](=O)[O-])COC2=CC=C(C=C2)C2=CC=C(C=C2)N2CCN(CC2)C(=O)OC(C)(C)C ((R)-2-methyl-2-(4′-(4-tert-butoxycarbonylpiperazin-1-yl)biphenyl-4-yloxymethyl)-6-nitro-2,3-dihydroimidazo[2,1-b]oxazole), FC(C(=O)O)(F)F (trifluoroacetic acid). Run in ClCCl (dichloromethane). Reaction conditions: time 8 hour. Yields the product C[C@@]1(CN2C(O1)=NC(=C2)[N+](=O)[O-])COC2=CC=C(C=C2)C2=CC=C(C=C2)N2CCN(CC2)CC2=CC=C(C=C2)C(F)(F)F ((R)-2-methyl-6-nitro-2-(4′-(4-(4-trifluoromethylbenzyl)piperazin-1-yl)biphenyl-4-yloxymethyl)-2,3-dihydroimidazo[2,1-b]oxazole). The yield is 60.5%. Reaction SMILES: [CH3:1][C@@:2]1([CH2:13][O:14][C:15]2[CH:20]=[CH:19][C:18]([C:21]3[CH:26]=[CH:25][C:24]([N:27]4[CH2:32][CH2:31][N:30]([C:33](OC(C)(C)C)=O)[CH2:29][CH2:28]4)=[CH:23][CH:22]=3)=[CH:17][CH:16]=2)[O:6][C:5]2=[N:7][C:8]([N+:10]([O-:12])=[O:11])=[CH:9][N:4]2[CH2:3]1.[F:40][C:41]([F:46])([F:45])[C:42](O)=O>ClCCl>[CH3:1][C@@:2]1([CH2:13][O:14][C:15]2[CH:16]=[CH:17][C:18]([C:21]3[CH:22]=[CH:23][C:24]([N:27]4[CH2:32][CH2:31][N:30]([CH2:33][C:15]5[CH:20]=[CH:19][C:42]([C:41]([F:46])([F:45])[F:40])=[CH:17][CH:16]=5)[CH2:29][CH2:28]4)=[CH:25][CH:26]=3)=[CH:19][CH:20]=2)[O:6][C:5]2=[N:7][C:8]([N+:10]([O-:12])=[O:11])=[CH:9][N:4]2[CH2:3]1. Reported procedure: 790 mg of (R)-2-methyl-2-(4′-(4-tert-butoxycarbonylpiperazin-1-yl)biphenyl-4-yloxymethyl)-6-nitro-2,3-dihydroimidazo[2,1-b]oxazole was dissolved in 10 ml of trifluoroacetic acid and 5 ml of dichloromethane, followed by stirring at room temperature overnight. Thereafter, the reaction solution was concentrated under a reduced pressure, and then, 6 ml of dichloromethane and 6 ml of triethylamine were added thereto. The mixture was stirred at room temperature for 5 minutes, and it was then concentra...